This data is from the Open Reaction Database (ORD), a public repository of structured organic reaction records. The task is: describe an organic reaction: reactants, conditions, products, and yield Reactants: CC(C)C(NC(=O)C(NC(=O)OC(C)(C)C)C(C)C)C(=O)O, C(=NC1CCCCC1)=NC1CCCCC1, ClCCl, [N-]=[N+]=NCC1OC(n2cc(C=CBr)c(=O)[nH]c2=O)CC1O. Product: CC(C)C(NC(=O)OC(C)(C)C)C(=O)NC(C(=O)OC1CC(n2cc(C=CBr)c(=O)[nH]c2=O)OC1CN=[N+]=[N-])C(C)C. As a reaction SMILES: [C:22]([CH3:23])([CH3:24])([CH3:25])[O:26][C:27](=[O:28])[NH:29][CH:30]([CH:31]([CH3:32])[CH3:33])[C:34](=[O:35])[NH:36][CH:37]([CH:38]([CH3:39])[CH3:40])[C:41](=[O:42])[OH:43].[CH:44]1([N:45]=[C:46]=[N:47][CH:48]2[CH2:49][CH2:50][CH2:51][CH2:52][CH2:53]2)[CH2:54][CH2:55][CH2:56][CH2:57][CH2:58]1.[Cl:59][CH2:60][Cl:61].[N:1](=[N+:2]=[N-:3])[CH2:4][CH:5]1[CH:6]([OH:21])[CH2:7][CH:8]([n:10]2[c:11](=[O:12])[nH:13][c:14](=[O:15])[c:16]([CH:18]=[CH:19][Br:20])[cH:17]2)[O:9]1>>[N:1](=[N+:2]=[N-:3])[CH2:4][CH:5]1[CH:6]([O:21][C:41]([CH:37]([NH:36][C:34]([CH:30]([NH:29][C:27]([O:26][C:22]([CH3:23])([CH3:24])[CH3:25])=[O:28])[CH:31]([CH3:32])[CH3:33])=[O:35])[CH:38]([CH3:39])[CH3:40])=[O:42])[CH2:7][CH:8]([n:10]2[c:11](=[O:12])[nH:13][c:14](=[O:15])[c:16]([CH:18]=[CH:19][Br:20])[cH:17]2)[O:9]1. Run in C1CCOC1 (THF), CO (MeOH). Reported procedure: The crude ethyl 2-(1-hydroxy-6-(5-(N-hydroxycarbamimidoyl)-1,3,4-thiadiazol-2-yloxy)-4-methyl-1,3-dihydrobenzo[c][1,2]oxaborol-3-yl)acetate was dissolved in a mixture of THF and MeOH (1:1, 5 ml) and then treated with aqueous LiOH solution (200 mg in 5 mL water). After stirring at room temperature for one hour, the reaction mixture was evaporated, acidified with 1N HCl to pH 3 and then concentrated. HPLC purification gave desired product as white solid. 1H NMR (400 MHz, DMSO-d6) δ 12.4 (b, 1H), 1... Conditions: time 1 hour. Starting materials: OB1OC(C2=C1C=C(C=C2C)OC=2SC(=NN2)C(NO)=N)CC(=O)OCC (ethyl 2-(1-hydroxy-6-(5-(N-hydroxycarbamimidoyl)-1,3,4-thiadiazol-2-yloxy)-4-methyl-1,3-dihydrobenzo[c][1,2]oxaborol-3-yl)acetate), [Li+].[OH-] (LiOH). RXN SMILES: [OH:1][B:2]1[C:6]2[CH:7]=[C:8]([O:12][C:13]3[S:14][C:15]([C:18](=[NH:21])[NH:19][OH:20])=[N:16][N:17]=3)[CH:9]=[C:10]([CH3:11])[C:5]=2[CH:4]([CH2:22][C:23]([O:25]CC)=[O:24])[O:3]1.[Li+].[OH-]>C1COCC1.CO>[OH:1][B:2]1[C:6]2[CH:7]=[C:8]([O:12][C:13]3[S:14][C:15]([C:18](=[NH:21])[NH:19][OH:20])=[N:16][N:17]=3)[CH:9]=[C:10]([CH3:11])[C:5]=2[CH:4]([CH2:22][C:23]([OH:25])=[O:24])[O:3]1 |f:1.2|. The product is OB1OC(C2=C1C=C(C=C2C)OC=2SC(=NN2)C(NO)=N)CC(=O)O (2-(1-Hydroxy-6-(5-(N-hydroxycarbamimidoyl)-1,3,4-thiadiazol-2-yloxy)-4-methyl-1,3-dihydrobenzo[c][1,2]oxaborol-3-yl)acetic acid). Reactants: ClC1=CC=NC2=CC(=C(C=C12)OC)OC (4-Chloro-6,7-dimethoxyquinoline), CC1=NC=CC=C1O (2-methyl-3-pyridinol). The reagents and catalysts are CN(C1=CC=NC=C1)C (4-dimethylaminopyridine). Solvent: ClC1=C(C=CC=C1)Cl (o-dichlorobenzene). Run at temperature 135 celsius, time 2 day. The product is COC=1C=C2C(=CC=NC2=CC1OC)OC=1C(=NC=CC1)C (6,7-Dimethoxy-4-(2-methyl-pyridin-3-yloxy)-quinoline). Yield: 99.8%. Reaction SMILES: Cl[C:2]1[C:11]2[C:6](=[CH:7][C:8]([O:14][CH3:15])=[C:9]([O:12][CH3:13])[CH:10]=2)[N:5]=[CH:4][CH:3]=1.[CH3:16][C:17]1[C:22]([OH:23])=[CH:21][CH:20]=[CH:19][N:18]=1>CN(C)C1C=CN=CC=1.ClC1C=CC=CC=1Cl>[CH3:13][O:12][C:9]1[CH:10]=[C:11]2[C:6](=[CH:7][C:8]=1[O:14][CH3:15])[N:5]=[CH:4][CH:3]=[C:2]2[O:23][C:22]1[C:17]([CH3:16])=[N:18][CH:19]=[CH:20][CH:21]=1. Reported procedure: 4-Chloro-6,7-dimethoxyquinoline (245 mg), 2-methyl-3-pyridinol (227 mg), and 4-dimethylaminopyridine (420 mg) were suspended in o-dichlorobenzene (13 ml), and the suspension was stirred at 135° C. for 2 days. The reaction solution was cooled to room temperature. The solvent was then removed by distillation under the reduced pressure. The residue was purified by column chromatography using acetone-chloroform to give the title compound (324 mg, yield 100%). The reactants are ClC=1C=C2C=C(NC2=CC1)C(=O)O (5-chloro-1H-indol-2-carboxylic acid), ClC=1C=C(C=C(C1)Cl)S(=O)(=O)N(C=1C=C2CCNC2=CC1)CC(=O)OC(C)(C)C (tert.butyl [(3,5-dichloro-phenylsulphonyl)-(2,3-dihydro-1H-indol-5-yl)-amino]-acetate), C([O-])([O-])=O.[K+].[K+] (potassium carbonate). Run in ClCCl (dichloromethane), ClCCl (dichloromethane), C(C)(=O)OCC (ethyl acetate), S(=O)(Cl)Cl (thionyl chloride), CN(C=O)C (dimethylformamide). Run at temperature 80 celsius, time 2 hour. Product: ClC=1C=C2C=C(NC2=CC1)C(=O)N1CCC2=CC(=CC=C12)N(S(=O)(=O)C1=CC(=CC(=C1)Cl)Cl)CC(=O)OC(C)(C)C (tert.butyl [[1-(5-chloro-1H-indol-2-carbonyl)-2,3-dihydro-1H-indol-5-yl]-(3,5-dichloro-phenylsulphonyl)-amino]-acetate). As a reaction SMILES: [Cl:1][C:2]1[CH:3]=[C:4]2[C:8](=[CH:9][CH:10]=1)[NH:7][C:6]([C:11]([OH:13])=O)=[CH:5]2.[Cl:14][C:15]1[CH:16]=[C:17]([S:22]([N:25]([CH2:35][C:36]([O:38][C:39]([CH3:42])([CH3:41])[CH3:40])=[O:37])[C:26]2[CH:27]=[C:28]3[C:32](=[CH:33][CH:34]=2)[NH:31][CH2:30][CH2:29]3)(=[O:24])=[O:23])[CH:18]=[C:19]([Cl:21])[CH:20]=1.C(=O)([O-])[O-].[K+].[K+]>S(Cl)(Cl)=O.ClCCl.CN(C)C=O.C(OCC)(=O)C>[Cl:1][C:2]1[CH:3]=[C:4]2[C:8](=[CH:9][CH:10]=1)[NH:7][C:6]([C:11]([N:31]1[C:32]3[C:28](=[CH:27][C:26]([N:25]([CH2:35][C:36]([O:38][C:39]([CH3:42])([CH3:41])[CH3:40])=[O:37])[S:22]([C:17]4[CH:18]=[C:19]([Cl:21])[CH:20]=[C:15]([Cl:14])[CH:16]=4)(=[O:24])=[O:23])=[CH:34][CH:33]=3)[CH2:29][CH2:30]1)=[O:13])=[CH:5]2 |f:2.3.4|. Procedure details: 55 mg 5-chloro-1H-indol-2-carboxylic acid are dissolved in 2 ml of thionyl chloride and heated to 80° C. for 1 hour. The solvent is eliminated in vacuo and the residue is twice combined with dichloromethane and the latter is eliminated again in vacuo. The residue is taken up in 5 ml dichloromethane and the solution is added dropwise to a mixture of 100 mg tert.butyl [(3,5-dichloro-phenylsulphonyl)-(2,3-dihydro-1H-indol-5-yl)-amino]-acetate and 60 mg potassium carbonate in 2 ml dimethylformamide....